From a dataset of the Open Reaction Database (ORD), a public repository of structured organic reaction records. describe an organic reaction: reactants, conditions, products, and yield Reactants: CC(COC(c1ccccc1)(c1ccccc1)c1ccccc1)Oc1cc(NS(=O)(=O)c2ccc(C#N)o2)nc(SCc2cccc(F)c2F)n1, COc1ccccc1, CO, O, O, Cc1ccc(S(=O)(=O)O)cc1. Product: CC(CO)Oc1cc(NS(=O)(=O)c2ccc(C#N)o2)nc(SCc2cccc(F)c2F)n1. RXN SMILES: [C:1](#[N:2])[c:3]1[cH:4][cH:5][c:6]([S:8](=[O:9])(=[O:10])[NH:11][c:12]2[n:13][c:14]([S:42][CH2:43][c:44]3[c:45]([F:51])[c:46]([F:50])[cH:47][cH:48][cH:49]3)[n:15][c:16]([O:18][CH:19]([CH2:20][O:21][C:22]([c:23]3[cH:24][cH:25][cH:26][cH:27][cH:28]3)([c:29]3[cH:30][cH:31][cH:32][cH:33][cH:34]3)[c:35]3[cH:36][cH:37][cH:38][cH:39][cH:40]3)[CH3:41])[cH:17]2)[o:7]1.[CH3:64][O:65][c:66]1[cH:67][cH:68][cH:69][cH:70][cH:71]1.[CH3:73][OH:74].[OH2:52].[OH2:72].[c:53]1([CH3:54])[cH:55][cH:56][c:57]([S:58]([OH:59])(=[O:60])=[O:61])[cH:62][cH:63]1>>[C:1](#[N:2])[c:3]1[cH:4][cH:5][c:6]([S:8](=[O:9])(=[O:10])[NH:11][c:12]2[n:13][c:14]([S:42][CH2:43][c:44]3[c:45]([F:51])[c:46]([F:50])[cH:47][cH:48][cH:49]3)[n:15][c:16]([O:18][CH:19]([CH2:20][OH:21])[CH3:41])[cH:17]2)[o:7]1. Reactants: ClC1=NC=C(C(=N1)Cl)CI (2,4-dichloro-5-(iodomethyl)pyrimidine), C([O-])([O-])=O.[K+].[K+] (potassium carbonate), C(C)C1=CC=C(N)C=C1 (4-ethylaniline). Run in O (water), CC(=O)C (acetone). Reaction conditions: time 8 hour. Yields the product ClC1=NC=C(C(=N1)Cl)CNC1=CC=C(C=C1)CC ((2,4-dichloro-pyrimidin-5-yl-methyl)-(4-ethyl-phenyl)-amine). As a reaction SMILES: [Cl:1][C:2]1[N:7]=[C:6]([Cl:8])[C:5]([CH2:9]I)=[CH:4][N:3]=1.C(=O)([O-])[O-].[K+].[K+].[CH2:17]([C:19]1[CH:25]=[CH:24][C:22]([NH2:23])=[CH:21][CH:20]=1)[CH3:18]>CC(C)=O.O>[Cl:1][C:2]1[N:7]=[C:6]([Cl:8])[C:5]([CH2:9][NH:23][C:22]2[CH:24]=[CH:25][C:19]([CH2:17][CH3:18])=[CH:20][CH:21]=2)=[CH:4][N:3]=1 |f:1.2.3|. Procedure: A heterogeneous mixture of 2,4-dichloro-5-(iodomethyl)pyrimidine (31.07 g, 107.3 mmol) (from Example 1c supra) and potassium carbonate (74 g, 536.5 mmol) in acetone (535 mL) was treated with 4-ethylaniline (13.3 mL, 107.3 mmol) (Aldrich). The mixture was stirred at room temperature overnight, then diluted with water (500 mL) and extracted with ethyl acetate. The combined organic layers were successively washed with 1 N aqueous hydrochloric acid, saturated aqueous sodium bicarbonate solution and ... Starting materials: CCI, CO, [Na+], [OH-], COC(=O)c1sc(-c2ccccc2)c2[nH]c(S)nc12. The product is CCSc1nc2c(C(=O)OC)sc(-c3ccccc3)c2[nH]1. Reaction SMILES: [CH2:20]([CH3:21])[I:22].[CH3:25][OH:26].[Na+:24].[OH-:23].[SH:1][c:2]1[nH:3][c:4]2[c:5]([n:6]1)[c:7]([C:16](=[O:17])[O:18][CH3:19])[s:8][c:9]2-[c:10]1[cH:11][cH:12][cH:13][cH:14][cH:15]1>>[S:1]([c:2]1[nH:3][c:4]2[c:5]([n:6]1)[c:7]([C:16](=[O:17])[O:18][CH3:19])[s:8][c:9]2-[c:10]1[cH:11][cH:12][cH:13][cH:14][cH:15]1)[CH2:20][CH3:21]. Reactants: [H][H] (hydrogen), ClC=1C=C(C(=O)O)C=C(N1)Cl (2,6-dichloroisonicotinic acid), [H-].[Na+] (sodium hydride), C(C1=CC=CC=C1)O (benzyl alcohol). Run in O (water), CN(C=O)C (dimethylformamide). Yields the product C(C1=CC=CC=C1)OC=1C=C(C(=O)O)C=C(N1)OCC1=CC=CC=C1 (2,6-dibenzyloxyisonicotinic acid). Reaction SMILES: Cl[C:2]1[CH:3]=[C:4]([CH:8]=[C:9](Cl)[N:10]=1)[C:5]([OH:7])=[O:6].[H-].[Na+].[CH2:14]([OH:21])[C:15]1[CH:20]=[CH:19][CH:18]=[CH:17][CH:16]=1.[H][H]>O.CN(C)C=O>[CH2:14]([O:21][C:2]1[CH:3]=[C:4]([CH:8]=[C:9]([O:21][CH2:14][C:15]2[CH:20]=[CH:19][CH:18]=[CH:17][CH:16]=2)[N:10]=1)[C:5]([OH:7])=[O:6])[C:15]1[CH:20]=[CH:19][CH:18]=[CH:17][CH:16]=1 |f:1.2|. Procedure: In an argon atmosphere, 2,6-dichloroisonicotinic acid (57.6 g) was gradually added to 55% sodium hydride (52.5 g) and dimethylformamide (1 L) while being cooled and stirred. Subsequently, benzyl alcohol (93 mL) was gradually added dropwise to the reaction product at the same temperature. After hydrogen was no longer generated, the reaction product was stirred for 4 hours at 80° C., and water (1 L) was then added thereto. The mixture was separated by a mixed solvent (1 L) of ethyl acetate and n-h... Starting materials: Br[Mg]c1ccccc1, COC(=O)C1C(c2ccc([Si](C)(C)C)cc2)CC2CCC1N2C. Product: COC(=O)C1C(c2ccccc2)CC2CCC1N2C. Reaction SMILES: [Br:24][Mg:25][c:26]1[cH:27][cH:28][cH:29][cH:30][cH:31]1.[C:1](=[O:2])([O:3][CH3:4])[CH:5]1[CH:6]2[CH2:7][CH2:8][CH:9]([CH2:10][CH:11]1[c:12]1[cH:13][cH:14][c:15]([Si:18]([CH3:19])([CH3:20])[CH3:21])[cH:16][cH:17]1)[N:22]2[CH3:23]>>[C:1](=[O:2])([O:3][CH3:4])[CH:5]1[CH:6]2[CH2:7][CH2:8][CH:9]([CH2:10][CH:11]1[c:12]1[cH:13][cH:14][cH:15][cH:16][cH:17]1)[N:22]2[CH3:23].